This data is from the Open Reaction Database (ORD), a public repository of structured organic reaction records. The task is: describe an organic reaction: reactants, conditions, products, and yield Starting materials: C(C1=CC=CC=C1)OC=1C(=NC=C(C1)Br)N (3-(Benzyloxy)-5-bromopyridin-2-amine), ClC1=NC=C(C(=O)OC)C=C1N=C=S (methyl 6-chloro-5-isothiocyanatonicotinate). Run in CN(C)C=O (DMF). Conditions: temperature 80 celsius, time 2 hour. Product: C(C1=CC=CC=C1)OC=1C(=NC=C(C1)Br)NC=1SC2=NC=C(C=C2N1)C(=O)OC (methyl 2-(3-(benzyloxy)-5-bromopyridin-2-ylamino)thiazolo[5,4-b]pyridine-6-carboxylate). Yield: 69.9%. Reaction SMILES: [CH2:1]([O:8][C:9]1[C:10]([NH2:16])=[N:11][CH:12]=[C:13]([Br:15])[CH:14]=1)[C:2]1[CH:7]=[CH:6][CH:5]=[CH:4][CH:3]=1.Cl[C:18]1[C:27]([N:28]=[C:29]=[S:30])=[CH:26][C:21]([C:22]([O:24][CH3:25])=[O:23])=[CH:20][N:19]=1>CN(C=O)C>[CH2:1]([O:8][C:9]1[C:10]([NH:16][C:29]2[S:30][C:18]3[C:27]([N:28]=2)=[CH:26][C:21]([C:22]([O:24][CH3:25])=[O:23])=[CH:20][N:19]=3)=[N:11][CH:12]=[C:13]([Br:15])[CH:14]=1)[C:2]1[CH:3]=[CH:4][CH:5]=[CH:6][CH:7]=1. Procedure: 3-(Benzyloxy)-5-bromopyridin-2-amine (1.50 g, 5.37 mmol) was added to a mixture of methyl 6-chloro-5-isothiocyanatonicotinate (1.23 g, 5.37 mmol) in DMF (4 mL). The reaction mixture was stirred at 80° C. for an hour, then at 110° C. for 2 hours. The reaction mixture was cooled, partitioned between dichloromethane (200 mL) and water (200 mL) and 2N NaOH (15 mL). The organic layer was washed with water and brine, dried, and concentrated. The residue was dissolved in warm dichloromethane (70 mL), a...